Dataset: the Open Reaction Database (ORD), a public repository of structured organic reaction records. Task: describe an organic reaction: reactants, conditions, products, and yield Starting materials: [Br-], O=C([O-])[O-], CCCCNc1nc(N)c2nc(OC)[nH]c2n1, CC1(C)CC(COS(C)(=O)=O)CCO1, O=C(O)C(F)(F)F, [K+], [K+], [Li+], CN(C)C=O. Yields the product CCCCNc1nc(N)c2nc(OC)n(CC3CCOC(C)(C)C3)c2n1. As a reaction SMILES: [Br-:46].[C:25](=[O:26])([O-:27])[O-:28].[CH2:8]([CH2:9][CH2:10][CH3:11])[NH:12][c:13]1[n:14][c:15]([NH2:24])[c:16]2[n:17][c:18]([O:22][CH3:23])[nH:19][c:20]2[n:21]1.[CH3:31][S:32]([O:33][CH2:36][CH:37]1[CH2:38][C:39]([CH3:43])([CH3:44])[O:40][CH2:41][CH2:42]1)(=[O:34])=[O:35].[F:1][C:2]([F:3])([F:4])[C:5]([OH:6])=[O:7].[K+:29].[K+:30].[Li+:45].[O:47]=[CH:48][N:49]([CH3:50])[CH3:51]>>[CH2:8]([CH2:9][CH2:10][CH3:11])[NH:12][c:13]1[n:14][c:15]([NH2:24])[c:16]2[n:17][c:18]([O:22][CH3:23])[n:19]([CH2:36][CH:37]3[CH2:38][C:39]([CH3:43])([CH3:44])[O:40][CH2:41][CH2:42]3)[c:20]2[n:21]1. Yield: 92.0%. Procedure: In a 0.3 liter stainless steel stirred autoclave, 37.9 g (0.26 mole) of n-oct-1-yl mercaptan and 20.3 g (0.29 mole) of potassium methylate were dissolved in 120 ml (3.0 moles) of methanol at 20° C., the resulting potassium octane-1-thiolate solution was heated from 20° to 150° C. in the course of 20 minutes under a carbon monoxide pressure of 300 bar, and the mixture was then kept at this temperature for 15 hours. The carbon monoxide consumed during the reaction was replaced continuously, and th... The reactants are C(CCCCCCC)S (n-oct-1-yl mercaptan), C[O-].[K+] (potassium methylate), CO (methanol), C(CCCCCCC)[S-].[K+] (potassium octane-1-thiolate). As a reaction SMILES: [CH2:1]([SH:9])[CH2:2][CH2:3][CH2:4][CH2:5][CH2:6][CH2:7][CH3:8].C[O-].[K+].CO.[CH2:15]([S-])CCCCCCC.[K+]>>[CH3:15][S:9][CH2:1][CH2:2][CH2:3][CH2:4][CH2:5][CH2:6][CH2:7][CH3:8] |f:1.2,4.5|. The solvent is stainless steel. Yields the product CSCCCCCCCC (n-octyl methyl sulfide). Reaction conditions: time 15 hour. The product is Cc1ccc(C(=O)NC2CC2)cc1-c1ccc2c(=O)n(Cc3ccncc3)cc(C(=O)NC3CCNCC3)c2c1. Starting materials: Cc1ccc(C(=O)NC2CC2)cc1-c1ccc2c(=O)n(Cc3ccncc3)cc(C(=O)NC3CCN(C(=O)OC(C)(C)C)CC3)c2c1, ClCCl, N, O=C(O)C(F)(F)F. Reaction SMILES: [C:1]([O:2][C:3](=[O:4])[N:8]1[CH2:9][CH2:10][CH:11]([NH:14][C:15](=[O:16])[c:17]2[cH:18][n:19]([CH2:41][c:42]3[cH:43][cH:44][n:45][cH:46][cH:47]3)[c:20](=[O:40])[c:21]3[cH:22][cH:23][c:24](-[c:27]4[c:28]([CH3:39])[cH:29][cH:30][c:31]([C:33]([NH:34][CH:35]5[CH2:36][CH2:37]5)=[O:38])[cH:32]4)[cH:25][c:26]23)[CH2:12][CH2:13]1)([CH3:5])([CH3:6])[CH3:7].[Cl:56][CH2:57][Cl:58].[NH3:55].[OH:48][C:49]([C:50]([F:51])([F:52])[F:53])=[O:54]>>[NH:8]1[CH2:9][CH2:10][CH:11]([NH:14][C:15](=[O:16])[c:17]2[cH:18][n:19]([CH2:41][c:42]3[cH:43][cH:44][n:45][cH:46][cH:47]3)[c:20](=[O:40])[c:21]3[cH:22][cH:23][c:24](-[c:27]4[c:28]([CH3:39])[cH:29][cH:30][c:31]([C:33]([NH:34][CH:35]5[CH2:36][CH2:37]5)=[O:38])[cH:32]4)[cH:25][c:26]23)[CH2:12][CH2:13]1. The reactants are C(CCC)C(C(=O)OC)(CCCC)C1=CC=C(C=C1)F (Methyl 2-butyl-2-(4-fluorophenyl)hexanoate), C1(=CC=CC=C1)C(C(=O)OC)(CCC)CCC (Methyl 2-phenyl-2-propylpentanoate). The product is C(CCC)C(C(=O)O)(CCCC)C1=CC=C(C=C1)F (2-butyl-2-(4-fluorophenyl)hexanoic Acid). As a reaction SMILES: [CH2:1]([C:5]([C:14]1[CH:19]=[CH:18][C:17]([F:20])=[CH:16][CH:15]=1)([CH2:10][CH2:11][CH2:12][CH3:13])[C:6]([O:8]C)=[O:7])[CH2:2][CH2:3][CH3:4].C1(C(CCC)(CCC)C(OC)=O)C=CC=CC=1>>[CH2:1]([C:5]([C:14]1[CH:15]=[CH:16][C:17]([F:20])=[CH:18][CH:19]=1)([CH2:10][CH2:11][CH2:12][CH3:13])[C:6]([OH:8])=[O:7])[CH2:2][CH2:3][CH3:4]. Reported procedure: The title compound was prepared according to the procedure of Example 1C, substituting the compound of Example 18B for the compound of Example 1B. 1H NMR (300 MHz, CDCl3): δ 0.87 (t, J=7.17 Hz, 6 H) 1.08 (m, 4 H) 1.31 (m, 4 H) 1.98 (m, 4 H) 7.02 (m, 2 H) 7.29 (m, 2 H). Reactants: Cc1nc(C)c(C(=O)O)s1, C1CCOC1, O=S(Cl)Cl, c1c[nH]cn1. Yields the product Cc1nc(C)c(C(=O)c2ncc[nH]2)s1. Reaction SMILES: [CH3:10][c:11]1[s:12][c:13]([C:17](=[O:18])[OH:19])[c:14]([CH3:16])[n:15]1.[O:20]1[CH2:21][CH2:22][CH2:23][CH2:24]1.[S:6]([Cl:7])([Cl:8])=[O:9].[nH:1]1[cH:2][n:3][cH:4][cH:5]1>>[nH:1]1[c:2]([C:17]([c:13]2[s:12][c:11]([CH3:10])[n:15][c:14]2[CH3:16])=[O:18])[n:3][cH:4][cH:5]1. Reactants: BrC=1C=C2C(CC3(CCCCC3)OC2=CC1)=O (6-bromospiro[chroman-2,1′-cyclohexan]-4-one), [Br-] (bromide), C1CCOC1 (THF), C1CCOC1 (THF). Run at time 2 hour. Product: BrC=1C=C2C(CC3(CCCCC3)OC2=CC1)(O)C=C (6-bromo-4-vinylspiro[chroman-2,1′-cyclohexan]-4-ol). As a reaction SMILES: [Br:1][C:2]1[CH:3]=[C:4]2[C:14](=[CH:15][CH:16]=1)[O:13][C:7]1([CH2:12][CH2:11][CH2:10][CH2:9][CH2:8]1)[CH2:6][C:5]2=[O:17].[Br-].[CH2:19]1COC[CH2:20]1>>[Br:1][C:2]1[CH:3]=[C:4]2[C:14](=[CH:15][CH:16]=1)[O:13][C:7]1([CH2:8][CH2:9][CH2:10][CH2:11][CH2:12]1)[CH2:6][C:5]2([CH:19]=[CH2:20])[OH:17]. Procedure: To a solution of 6-bromospiro[chroman-2,1′-cyclohexan]-4-one (383 mg, 1.30 mmol) in anhydrous THF (10 mL) at −78° C. is added a solution of vinylmagnesiun bromide in THF (1 M, 1.95 mL, 1.95 mmol) dropwise within 10 min. The reaction temperature is allowed to warm to rt and stirred for another 2 h. The reaction is chilled to 0° C. and quenched with sat. aq. NH4Cl, and extracted with ethyl acetate (2×30 mL). The combined organic phases are washed with H2O, brine, dried over Na2SO4, and filtered. T... Reactants: ON1C2(CCCCC2)C(NC12CCCCC2)=O (7-oxyl-7,14-diazadispiro[5.1.5.2]pentadecan-15-one), C1(=CC=CC=C1)N=C=O (phenyl isocyanate), N12CCN(CC1)CC2 (1,4-diazabicyclo[2.2.2]octane). Run in C1=CC=CC=C1 (benzene). Conditions: time 18 hour. Product: ON1C2(CCCCC2)C(N(C12CCCCC2)C(NC2=CC=CC=C2)=O)=O (7-oxyl-14-phenylcarbamoyl-7,14-diazadispiro[5.1.5.2]-pentadecan-15-one). As a reaction SMILES: [OH:1][N:2]1[C:11]2([CH2:16][CH2:15][CH2:14][CH2:13][CH2:12]2)[NH:10][C:9](=[O:17])[C:3]21[CH2:8][CH2:7][CH2:6][CH2:5][CH2:4]2.[C:18]1([N:24]=[C:25]=[O:26])[CH:23]=[CH:22][CH:21]=[CH:20][CH:19]=1.N12CCN(CC1)CC2>C1C=CC=CC=1>[OH:1][N:2]1[C:11]2([CH2:12][CH2:13][CH2:14][CH2:15][CH2:16]2)[N:10]([C:25](=[O:26])[NH:24][C:18]2[CH:23]=[CH:22][CH:21]=[CH:20][CH:19]=2)[C:9](=[O:17])[C:3]21[CH2:4][CH2:5][CH2:6][CH2:7][CH2:8]2. Reported procedure: 3.6 Parts of 7-oxyl-7,14-diazadispiro[5.1.5.2]pentadecan-15-one (prepared from 7,14-diazadispiro[5.1.5.2]pentadecan-15-one by oxidation with hydrogen peroxide and sodium tungstate), 2.1 parts of phenyl isocyanate and a trace of 1,4-diazabicyclo[2.2.2]octane in 75 parts of dry benzene were heated at reflux for 18 hours. The solvent was evaporated in vacuo and the residue allowed to stand in 100 parts of water for 18 hours. The mixture was extracted thoroughly with chloroform and the extract washe...